describe an organic reaction: reactants, conditions, products, and yield From a dataset of the Open Reaction Database (ORD), a public repository of structured organic reaction records. The reactants are BrC1=CC=C(C(=N1)[C@](C(F)F)(C[C@H](C(F)(F)F)O)N[S@](=O)C(C)(C)C)F ((R)-N-((2S,4R)-2-(6-bromo-3-fluoropyridin-2-yl)-1,1,5,5,5-pentafluoro-4-hydroxypentan-2-yl)-2-methylpropane-2-sulfinamide), Cl (hydrochloric acid), solution. Run in C(=O)([O-])[O-].[Na+].[Na+] (Na2CO3), O1CCOCC1 (1,4-dioxane), O1CCOCC1 (dioxane). Run at time 1 hour. The product is N[C@@](C[C@@H](C(F)(F)F)O)(C(F)F)C1=NC(=CC=C1F)Br ((2S,4R)-4-amino-4-(6-bromo-3-fluoropyridin-2-yl)-1,1,1,5,5-pentafluoropentan-2-ol). As a reaction SMILES: [Br:1][C:2]1[N:7]=[C:6]([C@@:8]([NH:19][S@@](C(C)(C)C)=O)([CH2:12][C@@H:13]([OH:18])[C:14]([F:17])([F:16])[F:15])[CH:9]([F:11])[F:10])[C:5]([F:26])=[CH:4][CH:3]=1.Cl>O1CCOCC1.C([O-])([O-])=O.[Na+].[Na+]>[NH2:19][C@:8]([C:6]1[C:5]([F:26])=[CH:4][CH:3]=[C:2]([Br:1])[N:7]=1)([CH:9]([F:11])[F:10])[CH2:12][C@H:13]([OH:18])[C:14]([F:15])([F:16])[F:17] |f:3.4.5|. Procedure: To a suspension of (R)-N-((2S,4R)-2-(6-bromo-3-fluoropyridin-2-yl)-1,1,5,5,5-pentafluoro-4-hydroxypentan-2-yl)-2-methylpropane-2-sulfinamide (28 mg, 0.059 mmol) in 1,4-dioxane (396 μl) was added hydrochloric acid, 4 M solution in dioxane (59.4 μl, 0.238 mmol) dropwise. The reaction mixture was stirred at RT for 1 h. The mixture was diluted with saturated Na2CO3 and extracted with EtOAc. The organic layer was washed with brine, and dried over sodium sulfate and concentrated in vacuo. The crude pr... Reactants: C(c1c(cnc2c1cc[nH]2)[Cl])=O, CC1=CN=C(C=C1)N, [C-]#[N+]C1CCCCC1. Reagents/catalysts: O=C(O)C(F)(F)F (trifluoroacetic acid). Run in CC(C)O (isopropyl alcohol), CC(C)O (isopropylalcohol). Run at temperature 22 celsius, time 20 hour. Yields the product Cc1ccc2nc(c3c(cnc4c3cc[nH]4)[Cl])c(NC3CCCCC3)n2c1. Isolated yield 2.2%. As a reaction SMILES: CC1=CC=C(N)N=C1.[C-]#[N+]C1CCCCC1.ClC1=CN=C2NC=CC2=C1C=O>>CC1=CN2C(C=C1)=NC(=C2NC1CCCCC1)C1=C2C=CNC2=NC=C1Cl. Reactants: ClC1N(C(C2=CC=CC=C12)=O)C1=NC2=NC(=CC=C2C=C1)Cl (3-chloro-2-(7-chloro-1,8-naphthyridin-2-yl)-1-isoindolinone), C1(=CC=CC=C1)CC(=O)O (phenylacetic acid), N12CCCCCC2=NCCC1 (1,8-diazabicyclo[5.4.0]-undec-7-ene). Solvent: CN(C=O)C (dimethylformamide). The product is C1(=CC=CC=C1)CC(=O)OC1N(C(C2=CC=CC=C12)=O)C1=NC2=NC(=CC=C2C=C1)Cl (2-(7-chloro-1,8-naphthyridin-2-yl)-3-oxo-1-isoindolinyl phenylacetate). The yield is 68.3%. As a reaction SMILES: Cl[CH:2]1[C:10]2[C:5](=[CH:6][CH:7]=[CH:8][CH:9]=2)[C:4](=[O:11])[N:3]1[C:12]1[CH:21]=[CH:20][C:19]2[C:14](=[N:15][C:16]([Cl:22])=[CH:17][CH:18]=2)[N:13]=1.[C:23]1([CH2:29][C:30]([OH:32])=[O:31])[CH:28]=[CH:27][CH:26]=[CH:25][CH:24]=1.N12CCCN=C1CCCCC2>CN(C)C=O>[C:23]1([CH2:29][C:30]([O:32][CH:2]2[C:10]3[C:5](=[CH:6][CH:7]=[CH:8][CH:9]=3)[C:4](=[O:11])[N:3]2[C:12]2[CH:21]=[CH:20][C:19]3[C:14](=[N:15][C:16]([Cl:22])=[CH:17][CH:18]=3)[N:13]=2)=[O:31])[CH:28]=[CH:27][CH:26]=[CH:25][CH:24]=1. Procedure: The procedure is as in Example 1, but starting with 3-chloro-2-(7-chloro-1,8-naphthyridin-2-yl)-1-isoindolinone (4.95 g) in anhydrous dimethylformamide (60 cc), phenylacetic acid (2.05 g) and 1,8-diazabicyclo[5.4.0]-undec-7-ene (2.25 g). After recrystallization in ethyl acetate, 2-(7-chloro-1,8-naphthyridin-2-yl)-3-oxo-1-isoindolinyl phenylacetate (4.4 g), m.p. 222°-224° C., is obtained. Starting materials: [Na] (sodium), ClC=1C(=NSN1)C=1C=NC=CC1 (3-(4-chloro-1,2,5-thiadiazol-3-yl)pyridine), C(CCCCCCC)O (1-octanol). Reaction conditions: temperature 50 celsius, time 1 hour. The product is C(CCCCCCC)OC=1C(=NSN1)C=1C=NC=CC1 (3-(4-octyloxy-1,2,5-thiadiazol-3-yl)pyridine). As a reaction SMILES: [Na].Cl[C:3]1[C:4]([C:8]2[CH:9]=[N:10][CH:11]=[CH:12][CH:13]=2)=[N:5][S:6][N:7]=1.[CH2:14]([OH:22])[CH2:15][CH2:16][CH2:17][CH2:18][CH2:19][CH2:20][CH3:21]>>[CH2:14]([O:22][C:3]1[C:4]([C:8]2[CH:9]=[N:10][CH:11]=[CH:12][CH:13]=2)=[N:5][S:6][N:7]=1)[CH2:15][CH2:16][CH2:17][CH2:18][CH2:19][CH2:20][CH3:21] |^1:0|. Procedure: To a solution of sodium (350 mg, 15 mmol) in 1-octanol (10 ml) was added 3-(4-chloro-1,2,5-thiadiazol-3-yl)pyridine (590 mg, 3 mmol). The mixture was stirred at 50° C. for 1 h and evaporated. The residue was dissolved in water and extracted with methylene chloride. The combined organic phases were dried and evaporated to give the title compound. The reactants are CCOCC, CN=C(NC)N(C)C, COC(=O)C=Cc1ccc(Cl)c(Cl)c1, Cl, C[N+](=O)[O-]. Product: COC(=O)CC(C[N+](=O)[O-])c1ccc(Cl)c(Cl)c1. As a reaction SMILES: [CH2:27]([O:28][CH2:29][CH3:30])[CH3:31].[CH3:19][NH:20][C:21](=[N:22][CH3:23])[N:24]([CH3:25])[CH3:26].[CH3:1][O:2][C:3]([CH:4]=[CH:5][c:6]1[cH:7][c:8]([Cl:13])[c:9]([Cl:12])[cH:10][cH:11]1)=[O:14].[ClH:32].[N+:15](=[O:16])([O-:17])[CH3:18]>>[CH3:1][O:2][C:3]([CH2:4][CH:5]([c:6]1[cH:7][c:8]([Cl:13])[c:9]([Cl:12])[cH:10][cH:11]1)[CH2:18][N+:15](=[O:16])[O-:17])=[O:14]. Starting materials: COC(=O)C1=NC2=CC=CC(=C2C=C1)NCC(CC(C)(C)C1=C(C=CC(=C1)F)OC)(C(F)(F)F)O (5-[4-(5-fluoro-2-methoxyphenyl)-2-hydroxy-4-methyl-2-(trifluoromethyl)pentylamino]quinoline-2-carboxylic acid methyl ester), [OH-].[Na+] (sodium hydroxide). The solvent is CO (methanol). Conditions: time 2.5 hour. The product is FC=1C=CC(=C(C1)C(CC(CNC1=C2C=CC(=NC2=CC=C1)C(=O)O)(C(F)(F)F)O)(C)C)OC (5-[4-(5-Fluoro-2-methoxyphenyl)-2-hydroxy-4-methyl-2-(trifluoromethyl)pentylamino]quinoline-2-carboxylic acid). As a reaction SMILES: C[O:2][C:3]([C:5]1[CH:14]=[CH:13][C:12]2[C:7](=[CH:8][CH:9]=[CH:10][C:11]=2[NH:15][CH2:16][C:17]([OH:35])([C:31]([F:34])([F:33])[F:32])[CH2:18][C:19]([C:22]2[CH:27]=[C:26]([F:28])[CH:25]=[CH:24][C:23]=2[O:29][CH3:30])([CH3:21])[CH3:20])[N:6]=1)=[O:4].[OH-].[Na+]>CO>[F:28][C:26]1[CH:25]=[CH:24][C:23]([O:29][CH3:30])=[C:22]([C:19]([CH3:20])([CH3:21])[CH2:18][C:17]([OH:35])([C:31]([F:33])([F:32])[F:34])[CH2:16][NH:15][C:11]2[CH:10]=[CH:9][CH:8]=[C:7]3[C:12]=2[CH:13]=[CH:14][C:5]([C:3]([OH:4])=[O:2])=[N:6]3)[CH:27]=1 |f:1.2|. Procedure details: A solution that consists of 60 mg (0.12 mmol) of 5-[4-(5-fluoro-2-methoxyphenyl)-2-hydroxy-4-methyl-2-(trifluoromethyl)pentylamino]quinoline-2-carboxylic acid methyl ester in 10 ml of methanol is mixed with 0.5 ml (0.5 mmol) of 1N sodium hydroxide solution. After 2.5 hours, the solvent is removed in a vacuum, and the residue is purified on silica gel with dichloromethane-methanol (6-25%). 47 mg (82% of theory) is obtained.